From a dataset of the Open Reaction Database (ORD), a public repository of structured organic reaction records. describe an organic reaction: reactants, conditions, products, and yield Reactants: C(C)OC(C(C)(C)OC1=CC=C(C=C1)OCCC1N(C(N(C1)CC1=CC=C(C=C1)OC)=O)C)=O (2-(4-{2-[1-(4-methoxy-benzyl)-3-methyl-2-oxo-imidazolidin-4-yl]-ethoxy}-phenoxy)-2-methyl-propionic acid ethyl ester), [OH-].[Na+] (NaOH). Solvent: C(C)O (ethanol). The product is COC1=CC=C(CN2C(N(C(C2)CCOC2=CC=C(OC(C(=O)O)(C)C)C=C2)C)=O)C=C1 (2-(4-{2-[1-(4-methoxy-benzyl)-3-methyl-2-oxo-imidazolidin-4-yl]-ethoxy}-phenoxy)-2-methyl-propionic acid). The yield is 78.9%. Reaction SMILES: C([O:3][C:4](=[O:34])[C:5]([O:8][C:9]1[CH:14]=[CH:13][C:12]([O:15][CH2:16][CH2:17][CH:18]2[CH2:22][N:21]([CH2:23][C:24]3[CH:29]=[CH:28][C:27]([O:30][CH3:31])=[CH:26][CH:25]=3)[C:20](=[O:32])[N:19]2[CH3:33])=[CH:11][CH:10]=1)([CH3:7])[CH3:6])C.[OH-].[Na+]>C(O)C>[CH3:31][O:30][C:27]1[CH:26]=[CH:25][C:24]([CH2:23][N:21]2[CH2:22][CH:18]([CH2:17][CH2:16][O:15][C:12]3[CH:11]=[CH:10][C:9]([O:8][C:5]([CH3:7])([CH3:6])[C:4]([OH:34])=[O:3])=[CH:14][CH:13]=3)[N:19]([CH3:33])[C:20]2=[O:32])=[CH:29][CH:28]=1 |f:1.2|. Reported procedure: A solution of 2-(4-{2-[1-(4-methoxy-benzyl)-3-methyl-2-oxo-imidazolidin-4-yl]-ethoxy}-phenoxy)-2-methyl-propionic acid ethyl ester (0.198 g, 0.421 mmol) in ethanol (10 mL) was treated with aqueous 5 N NaOH (1 mL) and heated to reflux 1.5 h. The reaction mixture was cooled, the solvent removed in vacuo. The resultant residue was acidified with aqueous 1 N HCl (10 mL) and extracted with Et2O. The organic layer was dried (MgSO4) and the solvent removed in vacuo to afford 0.147 g (79%) 2-(4-{2-[1-(4... Reaction conditions: time 18 hour. The solvent is C(Cl)(Cl)(Cl)Cl (CCl4), C(Cl)(Cl)(Cl)Cl (CCl4). Yields the product N(=[N+]=[N-])C(COC(CCCCC(=O)OCC(CN=[N+]=[N-])N=[N+]=[N-])=O)CN=[N+]=[N-] (bis(2,3-diazidopropyl)adipate). Yield: 82.8%. Reported procedure: 8.52 g (0.06 Mole) 2,3-diazidopropanol in 20-ml dry CCl4 is added dropwise to 5.49 g (0.03 Moles) adipyl chloride in 30-ml dry CCl4 while the temperature is held below 20° C. At the end of the addition, the cooling bath is removed and the temperature is allowed to rise to 25° C. The reaction mixture is allowed to stir at ambient temperature for 18 hours under a slow flow of nitrogen to purge HCl produced in the reaction. At the end of this period the reaction mixture is washed with H2O, dilute b... The reactants are N(=[N+]=[N-])C(CO)CN=[N+]=[N-] (2,3-diazidopropanol), C(CCCCC(=O)Cl)(=O)Cl (adipyl chloride). As a reaction SMILES: [N:1]([CH:4]([CH2:7][N:8]=[N+:9]=[N-:10])[CH2:5][OH:6])=[N+:2]=[N-:3].[C:11](Cl)(=[O:19])[CH2:12][CH2:13][CH2:14][CH2:15][C:16](Cl)=[O:17]>C(Cl)(Cl)(Cl)Cl>[N:1]([CH:4]([CH2:7][N:8]=[N+:9]=[N-:10])[CH2:5][O:6][C:11](=[O:19])[CH2:12][CH2:13][CH2:14][CH2:15][C:16]([O:6][CH2:5][CH:4]([N:1]=[N+:2]=[N-:3])[CH2:7][N:8]=[N+:9]=[N-:10])=[O:17])=[N+:2]=[N-:3]. Reactants: CCCC[N+](CCCC)(CCCC)CCCC.[F-] (TBAF), C1CCOC1 (THF), [Si](C1=CC=CC=C1)(C1=CC=CC=C1)(C(C)(C)C)OCC=1C=C(CN2C(=CC3=NC(=CC=C32)N(NC(=O)OC(C)(C)C)C(=O)OC(C)(C)C)C=3OC=NN3)C=C(C1)Cl (Di-tert-butyl 1-[1-[3-({[tert-butyl(diphenyl)silyl]oxy}methyl)-5-chlorobenzyl]-2-(1,3,4-oxadiazol-2-yl)-1H-pyrrolo[3,2-b]pyridin-5-yl]hydrazine-1,2-dicarboxylate). The solvent is C(C)(=O)O (acetic acid). Yields the product ClC=1C=C(C=C(C1)CN1C(=CC2=C1C=CC=1N2C(=NN1)C)C=1OC=NN1)CO ((3-Chloro-5-{[1-methyl-7-(1,3,4-oxadiazol-2-yl)-6H-pyrrolo[2,3-e][1,2,4]triazolo[4,3-a]pyridin-6-yl]methyl}phenyl)methanol). Reaction SMILES: [Si]([O:18][CH2:19][C:20]1[CH:21]=[C:22]([CH:54]=[C:55]([Cl:57])[CH:56]=1)[CH2:23][N:24]1[C:32]2[C:27](=[N:28][C:29]([N:33](C(OC(C)(C)C)=O)[NH:34]C(OC(C)(C)C)=O)=[CH:30][CH:31]=2)[CH:26]=[C:25]1[C:49]1[O:50][CH:51]=[N:52][N:53]=1)(C(C)(C)C)(C1C=CC=CC=1)C1C=CC=CC=1.[CH3:58][CH2:59]CC[N+](CCCC)(CCCC)CCCC.[F-].C1COCC1>C(O)(=O)C>[Cl:57][C:55]1[CH:56]=[C:20]([CH2:19][OH:18])[CH:21]=[C:22]([CH2:23][N:24]2[C:32]3[CH:31]=[CH:30][C:29]4[N:28]([C:58]([CH3:59])=[N:34][N:33]=4)[C:27]=3[CH:26]=[C:25]2[C:49]2[O:50][CH:51]=[N:52][N:53]=2)[CH:54]=1 |f:1.2|. Procedure details: A solution of di-tert-butyl 1-[1-[3-({[tert-butyl(diphenyl)silyl]oxy}methyl)-5-chlorobenzyl]-2-(1,3,4-oxadiazol-2-yl)-1H-pyrrolo[3,2-b]pyridin-5-yl]hydrazine-1,2-dicarboxylate (0.26 g, 0.32 mmol, from Step 3) in acetic acid (15 mL) was heated at 180° C. for 5 minutes in the microwave. Acetic acid was removed in vacuo. The residue was partitioned between an additional NaHCO3 and EtOAc. The aqueous layer was further extracted with two portions of EtOAc. The combined organic layers were dried over ... Starting materials: Cc1cc(O)cc(C)c1Br, CCCCP(CCCC)CCCC, CSCCCO, Cc1ccccc1, CCCCCC, O=C(N=NC(=O)N1CCCCC1)N1CCCCC1. Product: CSCCCOc1cc(C)c(Br)c(C)c1. RXN SMILES: [Br:1][c:2]1[c:3]([CH3:10])[cH:4][c:5]([OH:9])[cH:6][c:7]1[CH3:8].[CH2:17]([P:18]([CH2:19][CH2:20][CH2:21][CH3:22])[CH2:23][CH2:24][CH2:25][CH3:26])[CH2:27][CH2:28][CH3:29].[CH3:11][S:12][CH2:13][CH2:14][CH2:15][OH:16].[CH3:48][c:49]1[cH:50][cH:51][cH:52][cH:53][cH:54]1.[CH3:55][CH2:56][CH2:57][CH2:58][CH2:59][CH3:60].[N:30]([C:31]([N:32]1[CH2:33][CH2:34][CH2:35][CH2:36][CH2:37]1)=[O:38])=[N:39][C:40]([N:41]1[CH2:42][CH2:43][CH2:44][CH2:45][CH2:46]1)=[O:47]>>[Br:1][c:2]1[c:3]([CH3:10])[cH:4][c:5]([O:9][CH2:15][CH2:14][CH2:13][S:12][CH3:11])[cH:6][c:7]1[CH3:8]. Starting materials: Brc1ccnc(Br)c1, [Li]CCCC, CN(C)C=O, CCOCC, N#N. Product: O=Cc1ccnc(Br)c1. As a reaction SMILES: [Br:3][c:4]1[n:5][cH:6][cH:7][c:8]([Br:10])[cH:9]1.[CH3:11][CH2:12][CH2:13][CH2:14][Li:15].[CH3:16][N:17]([CH:18]=[O:19])[CH3:20].[CH3:21][CH2:22][O:23][CH2:24][CH3:25].[N:1]#[N:2]>>[Br:3][c:4]1[n:5][cH:6][cH:7][c:8]([CH:18]=[O:19])[cH:9]1. The reactants are ClC=1C=C2C(CCOC2=CC1OC1=CC=C(C(=O)O)C=C1)C(=O)OCC (4-(6-Chloro-4-(ethoxycarbonyl)chroman-7-yloxy)benzoic acid), ClC=1C=C(C=C(C1)Cl)CCN (2-(3,5-dichlorophenyl)ethanamine), Cl.CN(CCCN=C=NCC)C (1-(3-dimethylaminopropyl)-3-ethylcarbodiimide hydrochloride), ON1N=NC2=C1N=CC=C2 (1-Hydroxy-7-azabenzotriazole), C(C)(C)N(C(C)C)CC (N,N-diisopropylethylamine). Solvent: CN(C)C=O (DMF), C(Cl)Cl (DCM). Reaction conditions: time 24 hour. Yields the product ClC=1C=C2C(CCOC2=CC1OC1=CC=C(C=C1)C(NCCC1=CC(=CC(=C1)Cl)Cl)=O)C(=O)OCC (ethyl 6-chloro-7-(4-(3,5-dichlorophenethylcarbamoyl)phenoxy)chroman-4-carboxylate). Isolated yield 96.5%. RXN SMILES: [Cl:1][C:2]1[CH:3]=[C:4]2[C:9](=[CH:10][C:11]=1[O:12][C:13]1[CH:21]=[CH:20][C:16]([C:17](O)=[O:18])=[CH:15][CH:14]=1)[O:8][CH2:7][CH2:6][CH:5]2[C:22]([O:24][CH2:25][CH3:26])=[O:23].[Cl:27][C:28]1[CH:29]=[C:30]([CH2:35][CH2:36][NH2:37])[CH:31]=[C:32]([Cl:34])[CH:33]=1.Cl.CN(C)CCCN=C=NCC.ON1C2N=CC=CC=2N=N1.C(N(CC)C(C)C)(C)C>CN(C=O)C.C(Cl)Cl>[Cl:1][C:2]1[CH:3]=[C:4]2[C:9](=[CH:10][C:11]=1[O:12][C:13]1[CH:21]=[CH:20][C:16]([C:17](=[O:18])[NH:37][CH2:36][CH2:35][C:30]3[CH:29]=[C:28]([Cl:27])[CH:33]=[C:32]([Cl:34])[CH:31]=3)=[CH:15][CH:14]=1)[O:8][CH2:7][CH2:6][CH:5]2[C:22]([O:24][CH2:25][CH3:26])=[O:23] |f:2.3|. Procedure details: 4-(6-Chloro-4-(ethoxycarbonyl)chroman-7-yloxy)benzoic acid (Preparation 1) (54.2 mg, 0.144 mmol), in 1:1 DCM:DMF (0.1 M) was sequentially treated with 2-(3,5-dichlorophenyl)ethanamine (30.1 mg, 0.158 mmol), 1-(3-dimethylaminopropyl)-3-ethylcarbodiimide hydrochloride (33.1 mg, 0.173 mmol), 1-Hydroxy-7-azabenzotriazole (5.87 mg, 0.0432 mmol), and N,N-diisopropylethylamine (27.9 mg, 0.216 mmol) at ambient temperature. After 24 hours the reaction was applied directly to a silica gel column and elute...